Dataset: the Open Reaction Database (ORD), a public repository of structured organic reaction records. Task: describe an organic reaction: reactants, conditions, products, and yield Reactants: Cl, COC(CN(C)C(=O)Nc1ccc(Oc2cc([N+](=O)[O-])cc([N+](=O)[O-])c2)cc1)OC, O. The product is CN1CCN(c2ccc(Oc3cc([N+](=O)[O-])cc([N+](=O)[O-])c3)cc2)C1=O. RXN SMILES: [ClH:31].[N+:1](=[O:2])([O-:3])[c:4]1[cH:5][c:6]([O:7][c:8]2[cH:9][cH:10][c:11]([NH:14][C:15](=[O:16])[N:17]([CH3:18])[CH2:19][CH:20]([O:21][CH3:22])[O:23][CH3:24])[cH:12][cH:13]2)[cH:25][c:26]([N+:28](=[O:29])[O-:30])[cH:27]1.[OH2:32]>>[N+:1](=[O:2])([O-:3])[c:4]1[cH:5][c:6]([O:7][c:8]2[cH:9][cH:10][c:11]([N:14]3[C:15](=[O:16])[N:17]([CH3:18])[CH2:19][CH2:20]3)[cH:12][cH:13]2)[cH:25][c:26]([N+:28](=[O:29])[O-:30])[cH:27]1. Starting materials: C1(=CC=CC=C1)CCN1C(CCC1)C=1C=C(C=CC1)O (3-[1-(2-phenylethyl)-2-pyrrolidinyl]phenol), CN=C=O (methyl isocyanate), C([O-])([O-])=O.[K+].[K+] (potassium carbonate). Solvent: O1CCCC1 (tetrahydrofuran). Conditions: time 4 hour. Yields the product CNC(OC1=CC(=CC=C1)C1N(CCC1)CCC1=CC=CC=C1)=O (3-[1-(2-Phenylethyl)-2-pyrrolidinyl]phenyl methylcarbamate). Yield: 84.0%. As a reaction SMILES: [C:1]1([CH2:7][CH2:8][N:9]2[CH2:13][CH2:12][CH2:11][CH:10]2[C:14]2[CH:15]=[C:16]([OH:20])[CH:17]=[CH:18][CH:19]=2)[CH:6]=[CH:5][CH:4]=[CH:3][CH:2]=1.[CH3:21][N:22]=[C:23]=[O:24].C(=O)([O-])[O-].[K+].[K+]>O1CCCC1>[CH3:21][NH:22][C:23](=[O:24])[O:20][C:16]1[CH:17]=[CH:18][CH:19]=[C:14]([CH:10]2[CH2:11][CH2:12][CH2:13][N:9]2[CH2:8][CH2:7][C:1]2[CH:2]=[CH:3][CH:4]=[CH:5][CH:6]=2)[CH:15]=1 |f:2.3.4|. Procedure: To a solution of 3-[1-(2-phenylethyl)-2-pyrrolidinyl]phenol (0.83 g) in dry tetrahydrofuran (40 ml) was added methyl isocyanate (0.20 ml) followed by milled potassium carbonate (0.51 g)) at ambient temperature, under nitrogen. The reaction mixture was stirred for 4 hrs, filtered through a pad of celite, and the solids were washed with ethyl acetate. The combined filtrates were concentrated, and the residue was purified by flash column chromatography (silica gel 30-75% ether/heptane). The appropr... Starting materials: N1=C(NC2=C1C=CC=C2)S (2-benzimidazolethiol), Cl.ClCC1=NC=C(C(=C1C)OC)C (2-chloromethyl-4-methoxy-3.5-dimethylpyridine hyrochloride), [OH-].[Na+] (sodium hydroxide). Run in alcohol, O (water). Product: COC1=C(C(=NC=C1C)CSC=1NC2=C(N1)C=CC=C2)C (2-[[(4-methoxy-3,5 -dimethyl-2-pyridyl)methyl]thio]benzimidazole). RXN SMILES: [N:1]1[C:5]2[CH:6]=[CH:7][CH:8]=[CH:9][C:4]=2[NH:3][C:2]=1[SH:10].Cl.Cl[CH2:13][C:14]1[C:19]([CH3:20])=[C:18]([O:21][CH3:22])[C:17]([CH3:23])=[CH:16][N:15]=1.[OH-].[Na+]>O>[CH3:22][O:21][C:18]1[C:17]([CH3:23])=[CH:16][N:15]=[C:14]([CH2:13][S:10][C:2]2[NH:1][C:5]3[CH:6]=[CH:7][CH:8]=[CH:9][C:4]=3[N:3]=2)[C:19]=1[CH3:20] |f:1.2,3.4|. Reported procedure: 64.8 g of 2-benzimidazolethiol are suspended in 400 ml of alcohol and treated with 95.9 g of 2-chloromethyl-4-methoxy-3.5-dimethylpyridine hyrochloride while cooling with ice. Thereafter, a solution of 34.5 g of sodium hydroxide in 1.5 l of water is added dropwise thereto, the mixture is left to boil at reflux overnight and subsequently evaporated to dryness in vacuo. The residue is dissolved in 2.0 l of methylene chloride. The solution is washed firstly with 600 ml of 1.5N sodium hydroxide solu... The reactants are O=C1CCC(=O)N1Br, O=C(OOC(=O)c1ccccc1)c1ccccc1, CCCCOC(=O)c1ncc2ccc(S(=O)(=O)c3ccccc3)cc2c1O, c1ccccc1. Product: CCCCOC(=O)c1nc(Br)c2ccc(S(=O)(=O)c3ccccc3)cc2c1O. RXN SMILES: [Br:46][N:47]1[C:48](=[O:49])[CH2:50][CH2:51][C:52]1=[O:53].[C:28]([O:29][O:30][C:31](=[O:32])[c:33]1[cH:34][cH:35][cH:36][cH:37][cH:38]1)(=[O:39])[c:40]1[cH:41][cH:42][cH:43][cH:44][cH:45]1.[CH2:1]([CH2:2][CH2:3][CH3:4])[O:5][C:6](=[O:7])[c:8]1[n:9][cH:10][c:11]2[cH:12][cH:13][c:14]([S:19](=[O:20])(=[O:21])[c:22]3[cH:23][cH:24][cH:25][cH:26][cH:27]3)[cH:15][c:16]2[c:17]1[OH:18].[cH:54]1[cH:55][cH:56][cH:57][cH:58][cH:59]1>>[CH2:1]([CH2:2][CH2:3][CH3:4])[O:5][C:6](=[O:7])[c:8]1[n:9][c:10]([Br:46])[c:11]2[cH:12][cH:13][c:14]([S:19](=[O:20])(=[O:21])[c:22]3[cH:23][cH:24][cH:25][cH:26][cH:27]3)[cH:15][c:16]2[c:17]1[OH:18].